This data is from the Open Reaction Database (ORD), a public repository of structured organic reaction records. The task is: describe an organic reaction: reactants, conditions, products, and yield The yield is 48.2%. The solvent is C1CCOC1 (THF), C1CCOC1 (THF). Conditions: time 15 minute. Procedure details: To an ice cold solution of 4.76 g (18 mmoles) of CBZ hydroxyproline (Sigma Chemical Co.) in 20 mL of dry THF was added 45 mL of a 1M solution borane-THF complex in THF (Aldrich). After stirring under argon for 15 min at 0°-5° C., and 4.5 h at room temperature, the mixture was quenched with 50 mL of methanol. After 30 min, the solution was concentrated. The residual colorless syrup was purified by flash chromatography (3.5×23 cm silica) using a gradient of methanol in methylene chloride. The prod... As a reaction SMILES: [C:1]([N:11]1[CH2:19][C@H:17]([OH:18])[CH2:16][C@H:12]1[C:13](O)=[O:14])([O:3][CH2:4][C:5]1[CH:10]=[CH:9][CH:8]=[CH:7][CH:6]=1)=[O:2]>C1COCC1>[CH2:4]([O:3][C:1]([N:11]1[CH2:19][C@H:17]([OH:18])[CH2:16][C@H:12]1[CH2:13][OH:14])=[O:2])[C:5]1[CH:10]=[CH:9][CH:8]=[CH:7][CH:6]=1. The reactants are ice, C(=O)(OCC1=CC=CC=C1)N1[C@H](C(=O)O)C[C@@H](O)C1 (CBZ hydroxyproline), solution. The product is C(C1=CC=CC=C1)OC(=O)N1[C@@H](C[C@H](C1)O)CO ((2S,4R)-N-Benzyloxycarbonyl-4-hydroxy-2-hydroxymethylpyrrolidine).